This data is from the Open Reaction Database (ORD), a public repository of structured organic reaction records. The task is: describe an organic reaction: reactants, conditions, products, and yield The reactants are OCC=1SC2=C(N1)C=CC=C2 (2-hydroxymethylbenzothiazole). Reagents/catalysts: [O-2].[O-2].[Mn+4] (manganese dioxide), [O-2].[O-2].[Mn+4] (manganese dioxide). The solvent is CC(=O)C (acetone). Conditions: time 14 hour. Product: C(=O)C=1SC2=C(N1)C=CC=C2 (2-Formylbenzothiazole). Isolated yield 19.4%. Reaction SMILES: [OH:1][CH2:2][C:3]1[S:4][C:5]2[CH:11]=[CH:10][CH:9]=[CH:8][C:6]=2[N:7]=1>CC(C)=O.[O-2].[O-2].[Mn+4]>[CH:2]([C:3]1[S:4][C:5]2[CH:11]=[CH:10][CH:9]=[CH:8][C:6]=2[N:7]=1)=[O:1] |f:2.3.4|. Reported procedure: 5.47 g of manganese dioxide were added at room temperature to a solution of 2.26 g of 2-hydroxymethylbenzothiazole in 20 ml of acetone. The resulting mixture was stirred under reflux for 5 hours, at the end of which time the temperature of the mixture was cooled to room temperature and the mixture was left to stand for 14 hours. A further 3.06 g of manganese dioxide were then added and the resulting mixture was stirred under reflux for 6 hours. At the end of this time, the reaction mixture was c... The reactants are ammonium salt, C(CCC(=O)C)(=O)O (levulinic acid), ammonium salt, C(CCC(=O)C)(=O)O (levulinic acid), C(CCCCCCC)N (octylamine), C(CCCCCCC)N (octylamine). Run in O (water), O (water), O (Water). Conditions: temperature 150 celsius. Yields the product CC1CCC(N1CCCCCCCC)=O (5-Methyl-1-Octyl-2-Pyrrolidone). Reaction SMILES: [C:1]([OH:8])(=O)[CH2:2][CH2:3][C:4]([CH3:6])=O.[CH2:9]([NH2:17])[CH2:10][CH2:11][CH2:12][CH2:13][CH2:14][CH2:15][CH3:16]>O>[CH3:6][CH:4]1[N:17]([CH2:9][CH2:10][CH2:11][CH2:12][CH2:13][CH2:14][CH2:15][CH3:16])[C:1](=[O:8])[CH2:2][CH2:3]1. Procedure: The feedstock used in examples 39 through 77, except for example 40, was 20% of the ammonium salt of levulinic acid, 40% octylamine, and 40% water, by weight. For the reaction in example 40, the weight ratio of the feedstock was 30% of the ammonium salt of levulinic acid, 30% octylamine, and 40% water. The temperature and pressure of the reactions were maintained at 150° C. and 6.9 MPa. Water was used as the solvent medium for the reactions. The results are set forth in the following table. The reactants are C[C@]1(C[C@]2(CO2)CCC1)CN1C=NC2=C1C=C(C=C2)C#N (1-{[(3S,5S)-5-methyl-1-oxaspiro[2.5]oct-5-yl]methyl}-1H-benzimidazole-6-carbonitrile), C(C#C)N (propargyl amine), C1=CN(C=N1)C(=O)N2C=CN=C2 (CDI), O1CCOCC1 (1,4-dioxane). Run in CO (MeOH). Run at temperature 100 celsius, time 3 hour. The product is C[C@]1(C[C@]2(CN(C(O2)=O)CC#C)CCC1)CN1C=NC2=C1C=C(C=C2)C#N (1-{[(5S,7S)-7-methyl-2-oxo-3-(2-propyn-1-yl)-1-oxa-3-azaspiro[4.5]dec-7-yl]methyl}-1H-benzimidazole-6-carbonitrile). Isolated yield 10.1%. As a reaction SMILES: [CH3:1][C@:2]1([CH2:10][N:11]2[C:15]3[CH:16]=[C:17]([C:20]#[N:21])[CH:18]=[CH:19][C:14]=3[N:13]=[CH:12]2)[CH2:9][CH2:8][CH2:7][C@:4]2([O:6][CH2:5]2)[CH2:3]1.[CH2:22]([NH2:25])[C:23]#[CH:24].C1N=CN([C:31](N2C=NC=C2)=[O:32])C=1.O1CCOCC1>CO>[CH3:1][C@:2]1([CH2:10][N:11]2[C:15]3[CH:16]=[C:17]([C:20]#[N:21])[CH:18]=[CH:19][C:14]=3[N:13]=[CH:12]2)[CH2:9][CH2:8][CH2:7][C@:4]2([O:6][C:31](=[O:32])[N:25]([CH2:22][C:23]#[CH:24])[CH2:5]2)[CH2:3]1. Procedure details: To a 20 mL microwave tube was added 1-{[(3S,5S)-5-methyl-1-oxaspiro[2.5]oct-5-yl]methyl}-1H-benzimidazole-6-carbonitrile (840 mg, 2.99 mmol) and propargyl amine (822 mg, 14.93 mmol) in MeOH (5 mL). The tube was sealed and heated at 100° C. for 2 h on a hotplate. The reaction mixture was then evaporated down directly to a crispy foam, codistilled 2× with DCM, and left on highvac for 3 h to remove any residual MeOH and the volatile amine. The yellow residue was then treated with CDI (2.42 g, 14.93... Starting materials: N(=O)[O-].[Na+] (sodium nitrite), NC=1C=C(C(=O)O)C=CC1OC(F)(F)F (3-amino-4-trifluoromethoxybenzoic acid), Br (HBr), Br (HBr). The reagents and catalysts are [Cu]Br (copper (I) bromide). Run in O (water), O (water), O (water). The product is BrC=1C=C(C(=O)O)C=CC1OC(F)(F)F (3-Bromo-4-trifluoromethoxybenzoic acid). As a reaction SMILES: N[C:2]1[CH:3]=[C:4]([CH:8]=[CH:9][C:10]=1[O:11][C:12]([F:15])([F:14])[F:13])[C:5]([OH:7])=[O:6].N([O-])=O.[Na+].[BrH:20]>O.[Cu]Br>[Br:20][C:2]1[CH:3]=[C:4]([CH:8]=[CH:9][C:10]=1[O:11][C:12]([F:15])([F:14])[F:13])[C:5]([OH:7])=[O:6] |f:1.2|. Procedure: To a stirred solution of 3-amino-4-trifluoromethoxybenzoic acid (2 g) in a mixture of water (16 ml) and 48% HBr (12 ml) at 0° C. was added a solution of sodium nitrite (0.64 g) in water (8 ml) drop-wise. After 15 min at 0° C. the reaction mixture was diluted with water (12 ml) and carefully poured onto a stirred solution of copper (I) bromide (1.32 g) in 48% HBr (8 ml) at room temperature. The resulting suspension was filtered, and the residue washed with water (3×5 ml) and dried in vacuo to giv... The reactants are Cc1c([N+](=O)[O-])cc(OCCO[Si](C)(C)C(C)(C)C)c(F)c1F, CCO. The product is Cc1c(N)cc(OCCO[Si](C)(C)C(C)(C)C)c(F)c1F. RXN SMILES: [C:1]([CH3:2])([CH3:3])([CH3:4])[Si:5]([CH3:6])([CH3:7])[O:8][CH2:9][CH2:10][O:11][c:12]1[c:13]([F:23])[c:14]([F:22])[c:15]([CH3:21])[c:16]([N+:18]([O-:19])=[O:20])[cH:17]1.[CH3:24][CH2:25][OH:26]>>[C:1]([CH3:2])([CH3:3])([CH3:4])[Si:5]([CH3:6])([CH3:7])[O:8][CH2:9][CH2:10][O:11][c:12]1[c:13]([F:23])[c:14]([F:22])[c:15]([CH3:21])[c:16]([NH2:18])[cH:17]1. The reactants are O=c1[nH]c2c(NCc3ccccc3)nc(C(F)(F)F)cc2n1Cc1ccccc1, [K+], [K+], O=C([O-])[O-], O. As a reaction SMILES: [CH2:1]([c:2]1[cH:3][cH:4][cH:5][cH:6][cH:7]1)[n:8]1[c:9](=[O:29])[nH:10][c:11]2[c:12]([NH:21][CH2:22][c:23]3[cH:24][cH:25][cH:26][cH:27][cH:28]3)[n:13][c:14]([C:17]([F:18])([F:19])[F:20])[cH:15][c:16]12.[K+:30].[K+:31].[O-:32][C:33]([O-:34])=[O:35].[OH2:36]>>[CH2:1]([c:2]1[cH:3][cH:4][cH:5][cH:6][cH:7]1)[n:8]1[c:9](=[O:29])[nH:10][c:11]2[c:12]([NH2:21])[n:13][c:14]([C:17]([F:18])([F:19])[F:20])[cH:15][c:16]12. Product: Nc1nc(C(F)(F)F)cc2c1[nH]c(=O)n2Cc1ccccc1.